describe an organic reaction: reactants, conditions, products, and yield From a dataset of the Open Reaction Database (ORD), a public repository of structured organic reaction records. Starting materials: ClC1=NC(=NC2=C1CCC2)N (4-chloro-6,7-dihydro-5H-cyclopentapyrimidin-2-ylamine), C[O-].[Na+] (sodium methoxide). Solvent: C=1(C(=CC=CC1)C)C (xylene), CO (methanol). Product: COC1=NC(=NC2=C1CCC2)N (4-methoxy-6,7-dihydro-5H-cyclopentapyrimidin-2-ylamine). Yield: 98.0%. As a reaction SMILES: Cl[C:2]1[C:7]2[CH2:8][CH2:9][CH2:10][C:6]=2[N:5]=[C:4]([NH2:11])[N:3]=1.[CH3:12][O-:13].[Na+]>C1(C)C(C)=CC=CC=1.CO>[CH3:12][O:13][C:2]1[C:7]2[CH2:8][CH2:9][CH2:10][C:6]=2[N:5]=[C:4]([NH2:11])[N:3]=1 |f:1.2|. Procedure details: 5.3 grams of 4-chloro-6,7-dihydro-5H-cyclopentapyrimidin-2-ylamine was dissolved in 200 ml xylene and 30 ml absolute methanol. Then 5.4 gram for sodium methoxide was added and the mixture was refluxed for 3 hours. Then the solvent was removed in vacuo and 100 ml water was added to the residue. Filter and wash the cake with water (50 ml). The solid was further vacuumed to dry for several hours. The desired product weighed 4.8 gram (98% yield). Mp: 133.8-134.9° C.; MS: 166.2.0 (M+H) Reactants: ClC=1C=C2N(C=3C=C(C=C(C3C(C2=CC1)=O)O)O)C (6-chloro-1,3-dihydroxy-10-methyl-10H-acridin-9-one), IC (iodomethane), ClC=1C=C2NC=3C=C(C=C(C3C(C2=CC1)=O)O)O (6-Chloro-1,3-dihydroxy-10H-acridin-9-one), C([O-])([O-])=O.[K+].[K+] (potassium carbonate). The solvent is CC(=O)C (acetone). Product: ClC=1C=C2N(C=3C=C(C=C(C3C(C2=CC1)=O)O)OC)C (6-Chloro-1-hydroxy-3-methoxy-10-methyl-10H-acridin-9-one). Isolated yield 65.0%. RXN SMILES: [Cl:1][C:2]1[CH:3]=[C:4]2[C:13](=[CH:14][CH:15]=1)[C:12](=[O:16])[C:11]1[C:10]([OH:17])=[CH:9][C:8]([OH:18])=[CH:7][C:6]=1[N:5]2[CH3:19].Cl[C:21]1C=C2C(=CC=1)C(=O)C1C(O)=CC(O)=CC=1N2.C(=O)([O-])[O-].[K+].[K+].IC>CC(C)=O>[Cl:1][C:2]1[CH:3]=[C:4]2[C:13](=[CH:14][CH:15]=1)[C:12](=[O:16])[C:11]1[C:10]([OH:17])=[CH:9][C:8]([O:18][CH3:21])=[CH:7][C:6]=1[N:5]2[CH3:19] |f:2.3.4|. Procedure: A method analogous to Method E-6, applied to 6-chloro-1,3-dihydroxy-10-methyl-10H-acridin-9-one, 18 (52 g, 0.2 mol), dry acetone (1.75 L), potassium carbonate (80 g, 0.58 mol) and iodomethane (175 ml, 0.74 mol) added for 3 hrs reflux gave complete reaction, work-up and recrystallisation gave the title compound (37 g, 0.13 moles, 65%). The reactants are S(=O)(Cl)Cl (thionyl chloride), C(C)N (ethylamine), CN(C=O)C (dimethylformamide), C(C1=CC=CC=C1)OC1=C(C=C2C(C=CNC2=C1)=O)C(=O)OC1=CC=CC=C1 (phenyl 7-benzyloxy-4-oxo-1,4-dihydro-6-quinolinecarboxylate). Solvent: O (water), C(C)(=O)OCC (ethyl acetate). Yields the product C(C)NC(=O)C=1C=C2C(=CC=NC2=CC1OCC1=CC=CC=C1)Cl (N6-Ethyl-7-benzyloxy-4-chloro-6-quinolinecarboxamide). Yield: 34.0%. Reaction SMILES: S(Cl)([Cl:3])=O.CN(C)C=O.[CH2:10]([O:17][C:18]1[CH:27]=[C:26]2[C:21]([C:22](=O)[CH:23]=[CH:24][NH:25]2)=[CH:20][C:19]=1[C:29]([O:31]C1C=CC=CC=1)=O)[C:11]1[CH:16]=[CH:15][CH:14]=[CH:13][CH:12]=1.[CH2:38]([NH2:40])[CH3:39]>O.C(OCC)(=O)C>[CH2:38]([NH:40][C:29]([C:19]1[CH:20]=[C:21]2[C:26](=[CH:27][C:18]=1[O:17][CH2:10][C:11]1[CH:12]=[CH:13][CH:14]=[CH:15][CH:16]=1)[N:25]=[CH:24][CH:23]=[C:22]2[Cl:3])=[O:31])[CH3:39]. Reported procedure: After adding thionyl chloride (10 ml) and a catalytic amount of dimethylformamide to phenyl 7-benzyloxy-4-oxo-1,4-dihydro-6-quinolinecarboxylate (2.32 g, 6.25 mmol), the mixture was heated to reflux for 2 hours while stirring. The reaction solution was concentrated under reduced pressure and azeotropically distilled twice with toluene, the residue was dissolved in a dimethylformamide (10 ml) and triethylamine (5 ml) mixed solvent, 2M ethylamine (tetrahydrofuran solution) (6.25 ml, 12.5 mmol) was... Starting materials: OC1=C(CN)C=CC=C1 (2-hydroxybenzylamine), COC(CC1=CC(=CC=C1)C=O)=O ((3-formylphenyl)acetic acid methyl ester), C(C)(=O)O[BH-](OC(C)=O)OC(C)=O.[Na+] (sodium triacetoxyborohydride), C(C)(=O)O (acetic acid). Run in ClCCl (dichloromethane), CN1C(CCC1)=O (1-methyl-2-pyrrolidone). Conditions: time 18 hour. Yields the product COC(CC1=CC(=CC=C1)CNCC1=C(C=CC=C1)O)=O ({3-[(2-Hydroxy-benzylamino)-methyl]-phenyl}-acetic acid methyl ester). Isolated yield 85.9%. Reaction SMILES: [OH:1][C:2]1[CH:9]=[CH:8][CH:7]=[CH:6][C:3]=1[CH2:4][NH2:5].[CH3:10][O:11][C:12](=[O:22])[CH2:13][C:14]1[CH:19]=[CH:18][CH:17]=[C:16]([CH:20]=O)[CH:15]=1.C(O)(=O)C.C(O[BH-](OC(=O)C)OC(=O)C)(=O)C.[Na+]>ClCCl.CN1CCCC1=O>[CH3:10][O:11][C:12](=[O:22])[CH2:13][C:14]1[CH:19]=[CH:18][CH:17]=[C:16]([CH2:20][NH:5][CH2:4][C:3]2[CH:6]=[CH:7][CH:8]=[CH:9][C:2]=2[OH:1])[CH:15]=1 |f:3.4|. Procedure details: A mixture of 2-hydroxybenzylamine (407 mg) and (3-formylphenyl)acetic acid methyl ester (594 mg) in dichloromethane (10 mL) and 1-methyl-2-pyrrolidone (10 mL) was treated with acetic acid (333 mg) followed by sodium triacetoxyborohydride (1.41 g) and the whole stirred at room temperature for 18 hours. The reaction mixture was partitioned between ethyl acetate and saturated aqueous sodium bicarbonate, the organic layer was washed twice with saturated aqueous brine before being separated, dried an...